From a dataset of the Open Reaction Database (ORD), a public repository of structured organic reaction records. describe an organic reaction: reactants, conditions, products, and yield The reactants are CN1CCCC1=O, CCN(C(C)C)C(C)C, CC1CC(=O)Nc2ncnc(Cl)c21, Cl, Cl, Cl, FC(F)(F)c1cn(CCN2CCCC2)c(C2CCNCC2)n1, O. Product: CC1CC(=O)Nc2ncnc(N3CCC(c4nc(C(F)(F)F)cn4CCN4CCCC4)CC3)c21. Reaction SMILES: [CH3:39][N:40]1[CH2:41][CH2:42][CH2:43][C:44]1=[O:45].[CH:46]([N:47]([CH:48]([CH3:49])[CH3:50])[CH2:51][CH3:52])([CH3:53])[CH3:54].[Cl:1][c:2]1[c:3]2[c:4]([n:5][cH:6][n:7]1)[NH:8][C:9](=[O:13])[CH2:10][CH:11]2[CH3:12].[ClH:14].[ClH:15].[ClH:16].[N:17]1([CH2:22][CH2:23][n:24]2[c:25]([CH:33]3[CH2:34][CH2:35][NH:36][CH2:37][CH2:38]3)[n:26][c:27]([C:29]([F:30])([F:31])[F:32])[cH:28]2)[CH2:18][CH2:19][CH2:20][CH2:21]1.[OH2:55]>>[c:2]1([N:36]2[CH2:35][CH2:34][CH:33]([c:25]3[n:24]([CH2:23][CH2:22][N:17]4[CH2:18][CH2:19][CH2:20][CH2:21]4)[cH:28][c:27]([C:29]([F:30])([F:31])[F:32])[n:26]3)[CH2:38][CH2:37]2)[c:3]2[c:4]([n:5][cH:6][n:7]1)[NH:8][C:9](=[O:13])[CH2:10][CH:11]2[CH3:12]. The reactants are O=C([O-])O, CC#N, Nc1c(Cl)cc(Cl)cc1Cl, [I-], [K+], O=N[O-], [Na+], [Na+], [Na+], [Na+], O, O, O=S([O-])([O-])=S, Cc1ccc(S(=O)(=O)O)cc1. The product is Clc1cc(Cl)c(I)c(Cl)c1. Reaction SMILES: [C:29](=[O:30])([O-:31])[OH:32].[CH3:41][C:42]#[N:43].[Cl:13][c:14]1[c:15]([NH2:16])[c:17]([Cl:22])[cH:18][c:19]([Cl:21])[cH:20]1.[I-:28].[K+:27].[N:23]([O-:24])=[O:25].[Na+:26].[Na+:33].[Na+:39].[Na+:40].[OH2:1].[OH2:44].[S:34]([O-:35])([O-:36])(=[O:37])=[S:38].[c:2]1([CH3:3])[cH:4][cH:5][c:6]([S:7]([OH:8])(=[O:9])=[O:10])[cH:11][cH:12]1>>[Cl:13][c:14]1[c:15]([I:28])[c:17]([Cl:22])[cH:18][c:19]([Cl:21])[cH:20]1.